Dataset: the Open Reaction Database (ORD), a public repository of structured organic reaction records. Task: describe an organic reaction: reactants, conditions, products, and yield Reactants: O=C([O-])[O-], Clc1ncnc2c1ncn2C1CCCCO1, OB(O)c1cccnc1F, [Na+], [Na+], C1COCCO1, O, O. Yields the product Fc1ncccc1-c1ncnc2c1ncn2C1CCCCO1. RXN SMILES: [C:29](=[O:30])([O-:31])[O-:32].[Cl:1][c:2]1[c:3]2[n:4][cH:5][n:6]([CH:11]3[O:12][CH2:13][CH2:14][CH2:15][CH2:16]3)[c:7]2[n:8][cH:9][n:10]1.[F:18][c:19]1[n:20][cH:21][cH:22][cH:23][c:24]1[B:25]([OH:26])[OH:27].[Na+:33].[Na+:34].[O:35]1[CH2:36][CH2:37][O:38][CH2:39][CH2:40]1.[OH2:17].[OH2:28]>>[c:2]1(-[c:24]2[c:19]([F:18])[n:20][cH:21][cH:22][cH:23]2)[c:3]2[n:4][cH:5][n:6]([CH:11]3[O:12][CH2:13][CH2:14][CH2:15][CH2:16]3)[c:7]2[n:8][cH:9][n:10]1. Reactants: NS(=O)(=O)c1ccc([N+](=O)[O-])cc1, CCC(=C(c1ccccc1)c1ccc(C=CC(=O)O)cc1)c1ccccc1. The product is CCC(=C(c1ccccc1)c1ccc(C=CC(=O)NS(=O)(=O)c2ccc([N+](=O)[O-])cc2)cc1)c1ccccc1. As a reaction SMILES: [N+:28](=[O:29])([O-:30])[c:31]1[cH:32][cH:33][c:34]([S:37](=[O:38])(=[O:39])[NH2:40])[cH:35][cH:36]1.[c:1]1([C:7](=[C:8]([CH2:9][CH3:10])[c:11]2[cH:12][cH:13][cH:14][cH:15][cH:16]2)[c:17]2[cH:18][cH:19][c:20]([CH:23]=[CH:24][C:25](=[O:26])[OH:27])[cH:21][cH:22]2)[cH:2][cH:3][cH:4][cH:5][cH:6]1>>[c:1]1([C:7](=[C:8]([CH2:9][CH3:10])[c:11]2[cH:12][cH:13][cH:14][cH:15][cH:16]2)[c:17]2[cH:18][cH:19][c:20]([CH:23]=[CH:24][C:25](=[O:26])[NH:40][S:37]([c:34]3[cH:33][cH:32][c:31]([N+:28](=[O:29])[O-:30])[cH:36][cH:35]3)(=[O:38])=[O:39])[cH:21][cH:22]2)[cH:2][cH:3][cH:4][cH:5][cH:6]1. Starting materials: N1[C@H](C(=O)N)CCC1 (L-proline amide), ClCC(=O)Cl (chloroacetyl chloride). Product: ClCC(=O)N1[C@@H](CCC1)C#N ((S)-1-(2-Chloroacetyl)pyrrolidine-2-carbonitrile). Reaction SMILES: [NH:1]1[CH2:8][CH2:7][CH2:6][C@H:2]1[C:3]([NH2:5])=O.[Cl:9][CH2:10][C:11](Cl)=[O:12]>>[Cl:9][CH2:10][C:11]([N:1]1[CH2:8][CH2:7][CH2:6][C@H:2]1[C:3]#[N:5])=[O:12]. Procedure: In a similar procedure as employed in a patent (WO98/19998), L-proline amide (10.0 g) was reacted with chloroacetyl chloride (7.0 ml) and then subjected to dehydration reaction to give the title compound (7.7 g, yield (Y.:51%). Reactants: COCCN1CCCC2=CC=C(C=C12)CN1N=CC(=C1)C(=O)OCC (Ethyl 1-((1-(2-methoxyethyl)-1,2,3,4-tetrahydroquinolin-7-yl)methyl)-1H-pyrazole-4-carboxylate). The solvent is CO (MeOH), [OH-].[Na+] (NaOH). Run at temperature 20 celsius, time 2 hour. The product is COCCN1CCCC2=CC=C(C=C12)CN1N=CC(=C1)C(=O)O (1-((1-(2-Methoxyethyl)-1,2,3,4-tetrahydroquinolin-7-yl)methyl)-1H-pyrazole-4-carboxylic acid). Reaction SMILES: [CH3:1][O:2][CH2:3][CH2:4][N:5]1[C:14]2[C:9](=[CH:10][CH:11]=[C:12]([CH2:15][N:16]3[CH:20]=[C:19]([C:21]([O:23]CC)=[O:22])[CH:18]=[N:17]3)[CH:13]=2)[CH2:8][CH2:7][CH2:6]1>CO.[OH-].[Na+]>[CH3:1][O:2][CH2:3][CH2:4][N:5]1[C:14]2[C:9](=[CH:10][CH:11]=[C:12]([CH2:15][N:16]3[CH:20]=[C:19]([C:21]([OH:23])=[O:22])[CH:18]=[N:17]3)[CH:13]=2)[CH2:8][CH2:7][CH2:6]1 |f:2.3|. Procedure details: Ethyl 1-((1-(2-methoxyethyl)-1,2,3,4-tetrahydroquinolin-7-yl)methyl)-1H-pyrazole-4-carboxylate (484 mg, 0.874 mmol) was dissolved in a mixture of MeOH (5 ml) and 1N NaOH (5.00 ml). The reaction mixture was stirred for 2 hr at 20° C. and the MeOH was removed by evaporation under reduced pressure. The aqeuous phase was washed with AcOEt, then acidified with HCl and extracted with AcOEt. The organic layer was concentrated under reduced pressure to afford the title compound. HPLC (Method H) Rt=2.74 ...